Dataset: the Open Reaction Database (ORD), a public repository of structured organic reaction records. Task: describe an organic reaction: reactants, conditions, products, and yield Reactants: C1COCCO1, CCOC(=O)Nc1nc(CCl)cs1, O. Product: CCOC(=O)Nc1nc(CO)cs1. RXN SMILES: [CH2:14]1[O:15][CH2:17][CH2:18][O:16][CH2:19]1.[Cl:1][CH2:2][c:3]1[n:4][c:5]([NH:8][C:9]([O:10][CH2:11][CH3:12])=[O:13])[s:6][cH:7]1.[OH2:20]>>[CH2:2]([c:3]1[n:4][c:5]([NH:8][C:9]([O:10][CH2:11][CH3:12])=[O:13])[s:6][cH:7]1)[OH:16]. The reactants are [BH4-], CCOC(=O)C1CCN(c2nc(COc3ccc(C=O)cc3OC)c(C)s2)CC1, [Na+], C1CCOC1, O. Product: CCOC(=O)C1CCN(c2nc(COc3ccc(CO)cc3OC)c(C)s2)CC1. Reaction SMILES: [BH4-:30].[CH:1](=[O:2])[c:3]1[cH:4][c:5]([O:28][CH3:29])[c:6]([O:7][CH2:8][c:9]2[n:10][c:11]([N:15]3[CH2:16][CH2:17][CH:18]([C:21](=[O:22])[O:23][CH2:24][CH3:25])[CH2:19][CH2:20]3)[s:12][c:13]2[CH3:14])[cH:26][cH:27]1.[Na+:31].[O:33]1[CH2:34][CH2:35][CH2:36][CH2:37]1.[OH2:32]>>[CH2:1]([OH:2])[c:3]1[cH:4][c:5]([O:28][CH3:29])[c:6]([O:7][CH2:8][c:9]2[n:10][c:11]([N:15]3[CH2:16][CH2:17][CH:18]([C:21](=[O:22])[O:23][CH2:24][CH3:25])[CH2:19][CH2:20]3)[s:12][c:13]2[CH3:14])[cH:26][cH:27]1. Starting materials: C(C)OC(C=C(C1=CC=CC=C1)NC1=C(C(=CC=C1)Cl)F)=O (3-(3-Chloro-2-fluoro-phenylamino)-3-phenyl-acrylic acid ethyl ester), polyphosphoric acid, ice water. The solvent is O (water). Conditions: temperature 175 celsius, time 40 minute. Yields the product ClC1=CC=C2C(C=C(NC2=C1F)C1=CC=CC=C1)=O (7-Chloro-8-fluoro-2-phenyl-1H-quinolin-4-one). As a reaction SMILES: C(O[C:4](=[O:22])[CH:5]=[C:6]([NH:13][C:14]1[CH:19]=[CH:18][CH:17]=[C:16]([Cl:20])[C:15]=1[F:21])[C:7]1[CH:12]=[CH:11][CH:10]=[CH:9][CH:8]=1)C>O>[Cl:20][C:16]1[C:15]([F:21])=[C:14]2[C:19]([C:4](=[O:22])[CH:5]=[C:6]([C:7]3[CH:8]=[CH:9][CH:10]=[CH:11][CH:12]=3)[NH:13]2)=[CH:18][CH:17]=1. Reported procedure: 3-(3-Chloro-2-fluoro-phenylamino)-3-phenyl-acrylic acid ethyl ester (9.2 g, 0.029 mole) and polyphosphoric acid (160 mL, 3.0 mole) were combined and mechanically stirred under nitrogen at 175° C. external temperature for 40 minutes. While still hot, the reaction was poured over 800 mL of stirring ice-water rinsing with water. The mixture was a fine suspension, and was allowed to stir overnight. After stirring overnight, the mixture was filtered to collect the solid. The solid was washed with 4×1... Yield: 81.4%. Yields the product C(=O)C1=CC=C(CCC(=O)O)C=C1 (4-formyldihydrocinnamic acid). Procedure details: A solution of 16.7 g of 4-formylcinnamic acid dimethyl acetal in 200 ml of dioxane was hydrogenated in the presence of 1 g of 5% palladium-on-carbon at room temperature and atmospheric pressure. After about 61/2 hrs., the theoretical volume of hydrogen was consumed and the uptake ceased. The reaction mixture was filtered through Celite and the filter cake was washed with 300 ml of dioxane. The filtrate was concentrated to a final volume of 200 ml, 200 ml of 1N hydrochloride acid was added, the s... Reaction SMILES: C[O:2][C:3](OC)([OH:14])[CH:4]=[CH:5][C:6]1[CH:11]=[CH:10][C:9]([CH:12]=[O:13])=[CH:8][CH:7]=1>O1CCOCC1.[Pd]>[CH:12]([C:9]1[CH:10]=[CH:11][C:6]([CH2:5][CH2:4][C:3]([OH:14])=[O:2])=[CH:7][CH:8]=1)=[O:13]. The solvent is O1CCOCC1 (dioxane). The reactants are COC(C=CC1=CC=C(C=C1)C=O)(O)OC (4-formylcinnamic acid dimethyl acetal). The reagents and catalysts are [Pd] (palladium-on-carbon). Run at time 4 hour. Run at temperature 50 celsius. Product: C(C)OC1=C(C=O)C(=CC=C1)OCC (2,6-diethoxybenzaldehyde). Reactants: C(C)OC1=C(C(=CC=C1)OCC)CO ((2,6-diethoxyphenyl)methanol). Procedure: A solution of commercially available (2,6-diethoxyphenyl)methanol (500 mg; 2.47 mmol) in anh. CHCl3 (10 ml) was treated with MnO2 (3.342 g; 34.60 mmol), and the resulting mixture was heated to 50° C., under nitrogen, for 20 h. After cooling to rt, the resulting reaction mixture was filtered over celite, and the separated solids were washed with DCM. The filtrate was concentrated to dryness under reduced pressure giving 2,6-diethoxybenzaldehyde as a colorless solid. LC-MS (conditions D): tR=0.89 ... Solvent: C(Cl)(Cl)Cl (CHCl3). Reaction SMILES: [CH2:1]([O:3][C:4]1[CH:9]=[CH:8][CH:7]=[C:6]([O:10][CH2:11][CH3:12])[C:5]=1[CH2:13][OH:14])[CH3:2]>C(Cl)(Cl)Cl.O=[Mn]=O>[CH2:11]([O:10][C:6]1[CH:7]=[CH:8][CH:9]=[C:4]([O:3][CH2:1][CH3:2])[C:5]=1[CH:13]=[O:14])[CH3:12]. The reagents and catalysts are O=[Mn]=O (MnO2). Starting materials: Cc1cc2c(s1)Nc1ccccc1NC2=S, c1ccc(OCCC2CNCCN2)cc1, c1ccncc1. Yields the product Cc1cc2c(s1)Nc1ccccc1N=C2N1CCNC(CCOc2ccccc2)C1. Reaction SMILES: [CH3:1][c:2]1[cH:3][c:4]2[c:10]([s:11]1)[NH:9][c:8]1[c:7]([cH:15][cH:14][cH:13][cH:12]1)[NH:6][C:5]2=[S:16].[O:17]([c:18]1[cH:19][cH:20][cH:21][cH:22][cH:23]1)[CH2:24][CH2:25][CH:26]1[NH:27][CH2:28][CH2:29][NH:30][CH2:31]1.[cH:32]1[cH:33][cH:34][n:35][cH:36][cH:37]1>>[CH3:1][c:2]1[cH:3][c:4]2[c:10]([s:11]1)[NH:9][c:8]1[c:7]([cH:15][cH:14][cH:13][cH:12]1)[N:6]=[C:5]2[N:30]1[CH2:29][CH2:28][NH:27][CH:26]([CH2:25][CH2:24][O:17][c:18]2[cH:19][cH:20][cH:21][cH:22][cH:23]2)[CH2:31]1. Starting materials: C(CBr)O, c1(c(n[nH]c1)C)[N+](=O)[O-]. Reagents/catalysts: c1ccc(cc1)-c2c3ccccc3cc4ccccc24 (9-Phenylanthracene), [Li+].CC(C)(C)[O-]   (LiOBut). Run in CN(C)C=O  (DMF). Conditions: temperature 50 celsius, time 18 hour. Product: Cc1nn(CCO)cc1[N+](=O)[O-]. RXN SMILES: [OH:1][CH2:2][CH2:3]Br.[CH3:4][c:5]1[c:9]([N+:10]([O-:12])=[O:11])[cH:8][nH:7][n:6]1>>[CH3:4][c:5]1[c:9]([N+:10]([O-:12])=[O:11])[cH:8][n:7]([CH2:3][CH2:2][OH:1])[n:6]1. Reactants: O=C1CCCO1, CCCCCCCCS, CCO. Yields the product CCCCCCCCSCCCC(=O)O. As a reaction SMILES: [C:10]1(=[O:15])[CH2:11][CH2:12][CH2:13][O:14]1.[CH2:1]([CH2:2][CH2:3][CH2:4][CH2:5][CH2:6][CH2:7][CH3:8])[SH:9].[CH3:16][CH2:17][OH:18]>>[CH2:1]([CH2:2][CH2:3][CH2:4][CH2:5][CH2:6][CH2:7][CH3:8])[S:9][CH2:13][CH2:12][CH2:11][C:10](=[O:14])[OH:15].